From a dataset of the Open Reaction Database (ORD), a public repository of structured organic reaction records. describe an organic reaction: reactants, conditions, products, and yield The reactants are C(C1=CC=CC=C1)=C(C(=O)[O-])C#N (benzylidenecyanoacetate), C(=C)C1=C(C=CC=C1)C (vinyl toluene), C1(CCCCCO1)=O (caprolactone), O=P12OP3(=O)OP(=O)(O1)OP(=O)(O2)O3 (phosphorus pentoxide), OCCOC(C=C)=O (2-hydroxyethylacrylate), C(C1=CC=CC=C1)=C(C(=O)[O-])C#N (benzylidenecyanoacetate). Product: C(=C)C1=C(C=CC=C1)C=C (divinyl benzene), NC1=CC=C(C=C1)C.C(C)(C)O.C(C)(C)O (diisopropanol-p-toluidine), CN(C1=CC=CC=C1)C (dimethyl aniline). Reaction SMILES: [CH:1](=[C:8]([C:12]#[N:13])C([O-])=O)[C:2]1[CH:7]=[CH:6][CH:5]=[CH:4][CH:3]=1.[CH:14]([C:16]1[CH:21]=[CH:20][CH:19]=[CH:18][C:17]=1C)=[CH2:15].[C:23]1(=O)[O:29][CH2:28][CH2:27][CH2:26][CH2:25][CH2:24]1.O=P12OP3(OP(OP(O3)(O1)=O)(=O)O2)=O.O[CH2:46]CO[C:49](=[O:52])[CH:50]=C>>[CH:14]([C:7]1[CH:6]=[CH:5][CH:4]=[CH:3][C:2]=1[CH:1]=[CH2:8])=[CH2:15].[NH2:13][C:19]1[CH:20]=[CH:21][C:16]([CH3:14])=[CH:17][CH:18]=1.[CH:28]([OH:29])([CH3:27])[CH3:46].[CH:49]([OH:52])([CH3:50])[CH3:23].[CH3:14][N:13]([CH3:12])[C:23]1[CH:28]=[CH:27][CH:26]=[CH:25][CH:24]=1 |f:6.7.8|. Procedure details: A benzylidenecyanoacetate-capped PLURACOL HP1250D was made as described in Example 1. An adhesive composition was made by mixing 39.25 weight percent of the benzylidenecyanoacetate-capped PLURACOL HP1250D, 39.25 weight percent vinyl toluene, 4.00 weight percent of the reaction product of caprolactone, phosphorus pentoxide and 2-hydroxyethylacrylate (commercially available from Nippon Kayaku Co. under the trade designation KAYAMER PM 21), 3.00 weight percent divinyl benzene, 1.40 weight percent d... Starting materials: IX, N1=CN=C2N=CNC2=C1N (adenine), residue 338, N[C@@H](C)C(=O)O (alanine), N1=CN=C2N=CNC2=C1N (adenine), N1C(N)=NC=2N=CNC2C1=O (guanine), N[C@@H](CCCNC(N)=N)C(=O)O (arginine). Run at time 12 hour. Yields the product N[C@@H](CCC(N)=O)C(=O)O (Glutamine). As a reaction SMILES: N1C(N)=C2C(N=CN2)=NC=1.[NH:11]1[C:20](=[O:21])[C:19]2NC=N[C:15]=2N=C1N.[NH2:22][C@H:23]([C:31]([OH:33])=[O:32])CCCNC(=N)N.N[C@H](C(O)=O)C>>[NH2:22][C@H:23]([C:31]([OH:33])=[O:32])[CH2:15][CH2:19][C:20](=[O:21])[NH2:11]. Reported procedure: Site-specific mutagenesis was carried out according to standard techniques described by Kunkel (Kunkel T A. Rapid and efficient site-specific mutagenesis without phenotypic selection; Proc Natl Acad Sci USA 1985, 82: 488-492) by inserting an adenine in place of guanine in position 34099 (the mutagenesis was also repeated by inserting an adenine in place of guanine in position 34099, and a guanine in place of adenine in position 34100). Sequencing of the cDNA was carried out for assurance that th...